This data is from the Open Reaction Database (ORD), a public repository of structured organic reaction records. The task is: describe an organic reaction: reactants, conditions, products, and yield Starting materials: C(C1=CC=CC=C1)(=O)N (benzamide), [N+](=O)([O-])C1=C(C(=O)N)C=CC=C1 (nitro-benzamide). Run in CCO (EtOH). Product: NC1=C(C(=O)N)C=CC=C1 (amino-benzamide). As a reaction SMILES: C(N)(=O)C1C=CC=CC=1.[N+:10]([C:13]1[CH:21]=[CH:20][CH:19]=[CH:18][C:14]=1[C:15]([NH2:17])=[O:16])([O-])=O>CCO>[NH2:10][C:13]1[CH:21]=[CH:20][CH:19]=[CH:18][C:14]=1[C:15]([NH2:17])=[O:16]. Procedure details: Methyl 5-chloro-2-nitrobenzoate (1) is reacted with an appropriately-substituted phenol (2) and base such as potassium carbonate in a solvent such as NMP to form the corresponding phenoxy-2-nitro-benzoic acid methyl ester (3). Compound (3) is hydrolyzed upon treatment with basic solution such as NaOH in water/MeOH to provide benzoic acid (4). Benzoic acid (4) is treated with thionyl chloride in solvent such as DMF to provide an intermediate acid chloride, which upon treatment with NH4OH in solve... The reactants are [Al+3], C1CCOC1, O=C(O)C1=Cc2c(OCCCCl)cccc21, [H-], [H-], [H-], [H-], [Li+]. Yields the product OCC1=Cc2c(OCCCCl)cccc21. Reaction SMILES: [Al+3:18].[CH2:23]1[O:24][CH2:25][CH2:26][CH2:27]1.[Cl:1][CH2:2][CH2:3][CH2:4][O:5][c:6]1[cH:7][cH:8][cH:9][c:10]2[c:13]1[CH:12]=[C:11]2[C:14](=[O:15])[OH:16].[H-:17].[H-:20].[H-:21].[H-:22].[Li+:19]>>[Cl:1][CH2:2][CH2:3][CH2:4][O:5][c:6]1[cH:7][cH:8][cH:9][c:10]2[c:13]1[CH:12]=[C:11]2[CH2:14][OH:15]. Reactants: CN1Cc2ccccc2C(Oc2ccc(C(F)(F)F)cc2)C1, O=C(Cl)Oc1ccccc1, ClCCl, [K+], [K+], O=C([O-])[O-]. Yields the product O=C(Oc1ccccc1)N1Cc2ccccc2C(Oc2ccc(C(F)(F)F)cc2)C1. Reaction SMILES: [CH3:1][N:2]1[CH2:3][c:4]2[cH:5][cH:6][cH:7][cH:8][c:9]2[CH:10]([O:12][c:13]2[cH:14][cH:15][c:16]([C:19]([F:20])([F:21])[F:22])[cH:17][cH:18]2)[CH2:11]1.[Cl:29][C:30](=[O:31])[O:32][c:33]1[cH:34][cH:35][cH:36][cH:37][cH:38]1.[Cl:39][CH2:40][Cl:41].[K+:23].[K+:24].[O-:25][C:26]([O-:27])=[O:28]>>[N:2]1([C:30](=[O:31])[O:32][c:33]2[cH:34][cH:35][cH:36][cH:37][cH:38]2)[CH2:3][c:4]2[cH:5][cH:6][cH:7][cH:8][c:9]2[CH:10]([O:12][c:13]2[cH:14][cH:15][c:16]([C:19]([F:20])([F:21])[F:22])[cH:17][cH:18]2)[CH2:11]1. The reactants are CCOC(C)=O, CCN(C(C)C)C(C)C, Clc1ccc(Oc2cccc(CN3CCNCC3)c2)cc1, ClCCl, Cl, Nc1nc2ccccc2o1. Product: O=C(Nc1nc2ccccc2o1)N1CCN(Cc2cccc(Oc3ccc(Cl)cc3)c2)CC1. As a reaction SMILES: [CH3:42][CH2:43][O:44][C:45]([CH3:46])=[O:47].[CH:33]([N:34]([CH:35]([CH3:36])[CH3:37])[CH2:38][CH3:39])([CH3:40])[CH3:41].[Cl:12][c:13]1[cH:14][cH:15][c:16]([O:17][c:18]2[cH:19][c:20]([CH2:21][N:22]3[CH2:23][CH2:24][NH:25][CH2:26][CH2:27]3)[cH:28][cH:29][cH:30]2)[cH:31][cH:32]1.[Cl:48][CH2:49][Cl:50].[ClH:11].[o:1]1[c:2]([NH2:10])[n:3][c:4]2[c:5]1[cH:6][cH:7][cH:8][cH:9]2>>[o:1]1[c:2]([NH:10][C:43]([N:25]2[CH2:24][CH2:23][N:22]([CH2:21][c:20]3[cH:19][c:18]([O:17][c:16]4[cH:15][cH:14][c:13]([Cl:12])[cH:32][cH:31]4)[cH:30][cH:29][cH:28]3)[CH2:27][CH2:26]2)=[O:44])[n:3][c:4]2[c:5]1[cH:6][cH:7][cH:8][cH:9]2.